Task: describe an organic reaction: reactants, conditions, products, and yield. Dataset: the Open Reaction Database (ORD), a public repository of structured organic reaction records The reactants are CS(=O)(=O)Cl (methanesulfonyl chloride), N1=CC=CC=C1 (pyridine), Cl.NC1=CN(C2=CC=CC=C12)CC(=O)OCC (ethyl 2-(3-amino-1H-indol-1-yl)acetate hydrochloride). Solvent: C(Cl)Cl (DCM). Run at temperature 0 celsius, time 4 hour. Yields the product CS(=O)(=O)NC1=CN(C2=CC=CC=C12)CC(=O)OCC (ethyl 2-(3-(methylsulfonamido)-1H-indol-1-yl)acetate). Isolated yield 86.3%. RXN SMILES: Cl.[NH2:2][C:3]1[C:11]2[C:6](=[CH:7][CH:8]=[CH:9][CH:10]=2)[N:5]([CH2:12][C:13]([O:15][CH2:16][CH3:17])=[O:14])[CH:4]=1.[CH3:18][S:19](Cl)(=[O:21])=[O:20].N1C=CC=CC=1>C(Cl)Cl>[CH3:18][S:19]([NH:2][C:3]1[C:11]2[C:6](=[CH:7][CH:8]=[CH:9][CH:10]=2)[N:5]([CH2:12][C:13]([O:15][CH2:16][CH3:17])=[O:14])[CH:4]=1)(=[O:21])=[O:20] |f:0.1|. Procedure: To a suspension of ethyl 2-(3-amino-1H-indol-1-yl)acetate hydrochloride (220 mg, 0.864 mmol) in dry DCM (4 ml), cooled at 0° C. under nitrogen, methanesulfonyl chloride (67.3 μl, 0.864 mmol) and dry pyridine (559 μl, 6.91 mmol) were added. After stirring at 0° C. for 4 hours, the mixture was partitioned between 5% aqueous citric acid and DCM; the organic phase was washed with water, dried over Na2SO4 and evaporated to give ethyl 2-(3-(methylsulfonamido)-1H-indol-1-yl)acetate (221 mg, 0.746 mmol,... The reactants are [H-].[H-].[H-].[H-].[Li+].[Al+3] (LiAlH4), O (water), [OH-].[Na+] (sodium hydroxide), C(C)OCCOC1=CC=C(CCNC(=O)C2=C(C=CC=C2)CC(=O)OCC)C=C1 (ethyl [[[p-(2-ethoxyethoxy)phenethyl]carbamoyl]phenyl]-acetate). The solvent is C(C)OCC (diethyl ether). Yields the product C(C(=O)O)(=O)O.C(C)OCCOC1=CC=C(CCNCC(CO)C2=CC=CC=C2)C=C1 (β-[[[p-(2-ethoxyethoxy)phenethyl]amino]methyl]phenethyl alcohol oxalate). Reaction SMILES: [H-].[H-].[H-].[H-].[Li+].[Al+3].[CH2:7]([O:9][CH2:10][CH2:11][O:12][C:13]1[CH:35]=[CH:34][C:16]([CH2:17][CH2:18][NH:19][C:20]([C:22]2[CH:27]=[CH:26][CH:25]=[CH:24][C:23]=2[CH2:28][C:29]([O:31]CC)=[O:30])=O)=[CH:15][CH:14]=1)[CH3:8].[OH2:36].[OH-:37].[Na+]>C(OCC)C>[C:28]([OH:37])(=[O:36])[C:29]([OH:31])=[O:30].[CH2:7]([O:9][CH2:10][CH2:11][O:12][C:13]1[CH:14]=[CH:15][C:16]([CH2:17][CH2:18][NH:19][CH2:20][CH:22]([C:23]2[CH:24]=[CH:25][CH:26]=[CH:29][CH:28]=2)[CH2:27][OH:36])=[CH:34][CH:35]=1)[CH3:8] |f:0.1.2.3.4.5,8.9,11.12|. Procedure: A solution of 15 g of LiAlH4 in 600 ml of diethyl ether was treated while stirring with a solution of 20 g of ethyl [[[p-(2-ethoxyethoxy)phenethyl]carbamoyl]phenyl]-acetate. After stirring for 12 hours 15 ml of water and 5 ml of 10% sodium hydroxide solution were added to the mixture. The mixture was filtered through silica gel and the filtrate was evaporated. The residue was dissolved in ethanol and treated with the equivalent amount of oxalic acid dissolved in ethanol. After adding ethyl aceta... The reactants are C(C)N1C=C(C(C2=CC(=C(C(=C12)F)F)F)=O)C(=O)O (1-ethyl-6,7,8-trifluoro-1,4-dihydro-4-oxo-quinoline-3-carboxylic acid), N1CCCC1 (pyrrolidine). Run in N1=CC=CC=C1 (pyridine). Product: C(C)N1C=C(C(C2=CC(=C(C(=C12)F)N1CCCC1)F)=O)C(=O)O (1-ethyl-6,8-difluoro-1,4-dihydro-4-oxo-7-(1-pyrrolidinyl)quinoline-3-carboxylic acid). Yield: 66.5%. Reaction SMILES: [CH2:1]([N:3]1[C:12]2[C:7](=[CH:8][C:9]([F:15])=[C:10](F)[C:11]=2[F:13])[C:6](=[O:16])[C:5]([C:17]([OH:19])=[O:18])=[CH:4]1)[CH3:2].[NH:20]1[CH2:24][CH2:23][CH2:22][CH2:21]1>N1C=CC=CC=1>[CH2:1]([N:3]1[C:12]2[C:7](=[CH:8][C:9]([F:15])=[C:10]([N:20]3[CH2:24][CH2:23][CH2:22][CH2:21]3)[C:11]=2[F:13])[C:6](=[O:16])[C:5]([C:17]([OH:19])=[O:18])=[CH:4]1)[CH3:2]. Procedure details: A mixture of 1-ethyl-6,7,8-trifluoro-1,4-dihydro-4-oxo-quinoline-3-carboxylic acid (0.43 g), pyrrolidine (1.2 g), and pyridine (3 ml) was refluxed for 6 hours. The solvent was evaporated off. The residue was treated with water, acidified with acetic acid, and extracted with dichloromethane. The organic layer was washed with water, dried over anhydrous sodium sulfate, and evaporated. The solid was recrystallized from a mixture of DMF and ethanol and gave 1-ethyl-6,8-difluoro-1,4-dihydro-4-oxo-7-(... The reactants are NC1=NC(=C(C(=N1)Cl)NC=O)Cl (N-(2-Amino-4,6-dichloro-5-pyrimidinyl)formamide), N (ammonia). The product is NC1=NC(=C(C(=N1)N)NC=O)Cl (N-(2,4-Diamino-6-chloro-5-pyrimidinyl)formamide). The yield is 89.0%. RXN SMILES: [NH2:1][C:2]1[N:7]=[C:6](Cl)[C:5]([NH:9][CH:10]=[O:11])=[C:4]([Cl:12])[N:3]=1.[NH3:13]>>[NH2:1][C:2]1[N:7]=[C:6]([NH2:13])[C:5]([NH:9][CH:10]=[O:11])=[C:4]([Cl:12])[N:3]=1. Reported procedure: N-(2-Amino-4,6-dichloro-5-pyrimidinyl)formamide (Example 3, 500 mg, 2.14 mmol) and ammonia (150 mL) was stirred in a Parr bomb at 50° C. for 18 hours. The ammonia was evaporated and the residual solid tritrated with water (10 mL). The solid was dried to give the title compound as red powder (400 mg, 89%), m.p. >300° C.; mass spectrum (CI/CH4): 190, 188 (M+1); 1H-NMR (DMSO-d6)δ: 9.05 and 8.60 (both br s, total 1, NHCHO), 8.1 and 7.8 (both br s, total 1, NHCHO), 6.80-6.20 (4 br s, total 4, 2 NH2). Reactants: FC(C=1C=C([O-])C=CC1)(F)F.[K+] (Potassium 3-(trifluoromethyl)phenoxide), FC(C=1C=C([O-])C=CC1)(F)F.[K+] (Potassium 3-(trifluoromethyl)phenoxide), BrC1=C(C=C(C(=C1)NC(=O)C)[N+](=O)[O-])OC (2-Bromo-4-acetamino-5-nitroanisole), BrC1=C(C=C(C(=C1)NC(=O)C)[N+](=O)[O-])OC (2-Bromo-4-acetamino-5-nitroanisole). Solvent: ice, O (water), CN(C)C=O (DMF). Conditions: temperature 120 celsius, time 1 day. Product: N(C(=O)C)C1=CC(=C(C=C1[N+](=O)[O-])OC)OC1=CC(=CC=C1)C(F)(F)F (4-Acetamino-5-nitro-2-(3-trifluoromethylphenyloxy)anisole). The yield is 79.0%. As a reaction SMILES: [F:1][C:2]([F:11])([F:10])[C:3]1[CH:4]=[C:5]([CH:7]=[CH:8][CH:9]=1)[O-:6].[K+].Br[C:14]1[CH:19]=[C:18]([NH:20][C:21]([CH3:23])=[O:22])[C:17]([N+:24]([O-:26])=[O:25])=[CH:16][C:15]=1[O:27][CH3:28]>CN(C=O)C.O>[NH:20]([C:18]1[C:17]([N+:24]([O-:26])=[O:25])=[CH:16][C:15]([O:27][CH3:28])=[C:14]([O:6][C:5]2[CH:7]=[CH:8][CH:9]=[C:3]([C:2]([F:10])([F:11])[F:1])[CH:4]=2)[CH:19]=1)[C:21]([CH3:23])=[O:22] |f:0.1|. Procedure: To the above solid 7 under argon, was added a solution of 3.0 g (10.4 mmol) of bromide 6 in 20 mL of DMF via cannula. The resulting solution was stirred at 120° C. for 1 day. TLC and NMR indicated the presence of a small amount of starting material 6. The reaction solution was cooled to room temperature and 2 mmol of compound 7 was added. The solution was stirred at 120° C. for 12 hour, diluted with 200 mL of ice and water, and the solid was collected by filtration, washed with water, dried unde... Starting materials: O=S(=O)(Cl)c1cccc(Br)c1, C1CCOC1, CNC, c1ccncc1. Product: CN(C)S(=O)(=O)c1cccc(Br)c1. As a reaction SMILES: [Br:1][c:2]1[cH:3][c:4]([S:8](=[O:9])(=[O:10])[Cl:11])[cH:5][cH:6][cH:7]1.[CH2:15]1[O:16][CH2:17][CH2:18][CH2:19]1.[CH3:12][NH:13][CH3:14].[cH:20]1[cH:21][cH:22][n:23][cH:24][cH:25]1>>[Br:1][c:2]1[cH:3][c:4]([S:8](=[O:9])(=[O:10])[N:13]([CH3:12])[CH3:14])[cH:5][cH:6][cH:7]1.